Dataset: the Open Reaction Database (ORD), a public repository of structured organic reaction records. Task: describe an organic reaction: reactants, conditions, products, and yield Starting materials: CCN(CC)CCNc1ccc(CN)c2sc3ccc(Br)cc3c(=O)c12, CS(=O)(=O)Cl, [Na+], [OH-], O, c1ccncc1. Product: CCN(CC)CCNc1ccc(CNS(C)(=O)=O)c2sc3ccc(Br)cc3c(=O)c12. RXN SMILES: [CH2:1]([CH3:2])[N:3]([CH2:4][CH2:5][NH:6][c:7]1[cH:8][cH:9][c:10]([CH2:23][NH2:24])[c:11]2[s:12][c:13]3[cH:14][cH:15][c:16]([Br:22])[cH:17][c:18]3[c:19](=[O:21])[c:20]12)[CH2:25][CH3:26].[CH3:27][S:28]([Cl:29])(=[O:30])=[O:31].[Na+:34].[OH-:33].[OH2:32].[cH:35]1[cH:36][cH:37][n:38][cH:39][cH:40]1>>[CH2:1]([CH3:2])[N:3]([CH2:4][CH2:5][NH:6][c:7]1[cH:8][cH:9][c:10]([CH2:23][NH:24][S:28]([CH3:27])(=[O:30])=[O:31])[c:11]2[s:12][c:13]3[cH:14][cH:15][c:16]([Br:22])[cH:17][c:18]3[c:19](=[O:21])[c:20]12)[CH2:25][CH3:26].